Dataset: the Open Reaction Database (ORD), a public repository of structured organic reaction records. Task: describe an organic reaction: reactants, conditions, products, and yield Starting materials: C(=O)(O)C=1C=C(C=O)C=CC1 (3-carboxybenzaldehyde), Cl (hydrochloric acid), O1CCOCC1 (dioxane). Product: C1=CC=C(C=C1)/C=C\2/C(=O)C3=CC=CC=C3O2 (aurone). As a reaction SMILES: C([C:4]1[CH:5]=[C:6]([CH:9]=[CH:10][CH:11]=1)[CH:7]=O)(O)=O.Cl.[O:13]1[CH2:18][CH2:17][O:16][CH2:15][CH2:14]1>>[CH:11]1[CH:4]=[CH:5][C:6](/[CH:7]=[C:17]2/[C:18]([C:14]3[C:15]([O:16]/2)=[CH:10][CH:11]=[CH:4][CH:5]=3)=[O:13])=[CH:9][CH:10]=1. Procedure details: This product was immediately dissolved in dioxane (50 ml.), 3-carboxybenzaldehyde (4.5 g., 0.03 mole) added, followed by concentrated hydrochloric acid (10 ml) and the solution heated on a steam bath for 15 minutes. Work up was as Example 49 with recrystallisation from dimethylformamide to give the desired aurone, m.p. 280° C. The reactants are Cl (hydrochloric acid), CC=1OC2=C(C1C)C=C(C=C2Br)C(CCO)CCO (3-(2,3-dimethyl-7-bromo-5-benzofuranyl)-1,5-pentanediol), ice, CS(=O)(=O)Cl (methanesulfonyl chloride). Run in N1=CC=CC=C1 (pyridine). Yields the product CS(=O)(=O)OCCC(CCOS(=O)(=O)C)C=1C=C(C2=C(C(=C(O2)C)C)C1)Br (3-(2,3-dimethyl-7-bromo-5-benzofuranyl)-1,5-pentanediyl dimethanesulfonate). Reaction SMILES: [CH3:1][C:2]1[O:3][C:4]2[C:11]([Br:12])=[CH:10][C:9]([CH:13]([CH2:17][CH2:18][OH:19])[CH2:14][CH2:15][OH:16])=[CH:8][C:5]=2[C:6]=1[CH3:7].[CH3:20][S:21](Cl)(=[O:23])=[O:22].Cl>N1C=CC=CC=1>[CH3:20][S:21]([O:19][CH2:18][CH2:17][CH:13]([C:9]1[CH:10]=[C:11]([Br:12])[C:4]2[O:3][C:2]([CH3:1])=[C:6]([CH3:7])[C:5]=2[CH:8]=1)[CH2:14][CH2:15][O:16][S:21]([CH3:20])(=[O:23])=[O:22])(=[O:23])=[O:22]. Procedure: 16.4 g (0.05 mol) of 3-(2,3-dimethyl-7-bromo-5-benzofuranyl)-1,5-pentanediol are dissolved in 200 ml of pyridine. The solution is cooled to -8° to -10° and 8.5 ml (=12.6 g, 0.11 mol) of methanesulfonyl chloride are added dropwise at this temperature in the course of 30 minutes. The reaction mixture is allowed to react at -8° to -10° for 11/2 hours and is then poured onto 500 g of ice and the pH value is adjusted to about 1 by adding 5 N hydrochloric acid. This acid mixture is extracted 3 times w...